Dataset: the Open Reaction Database (ORD), a public repository of structured organic reaction records. Task: describe an organic reaction: reactants, conditions, products, and yield The reactants are Cl.BrC1=CC=C2C(=NNC2=C1)C1CCNCC1 (6-bromo-3-piperidin-4-yl-1H-indazole hydrochloride), BrCC(=O)OC(C)(C)C (tert-butyl bromoacetate), C([O-])(O)=O.[Na+] (sodium bicarbonate). Solvent: CN(C)C=O (DMF). Conditions: time 18 hour. Yields the product N (ammonia), C(C)(C)(C)OC(CN1CCC(CC1)C1=NNC2=CC(=CC=C12)Br)=O ([4-(6-Bromo-1H-indazol-3-yl)-piperidin-1-yl]-acetic acid tert-butyl ester). The yield is 98.9%. RXN SMILES: Cl.[Br:2][C:3]1[CH:11]=[C:10]2[C:6]([C:7]([CH:12]3[CH2:17][CH2:16][NH:15][CH2:14][CH2:13]3)=[N:8][NH:9]2)=[CH:5][CH:4]=1.Br[CH2:19][C:20]([O:22][C:23]([CH3:26])([CH3:25])[CH3:24])=[O:21].C(=O)(O)[O-].[Na+]>CN(C=O)C>[NH3:8].[C:23]([O:22][C:20](=[O:21])[CH2:19][N:15]1[CH2:16][CH2:17][CH:12]([C:7]2[C:6]3[C:10](=[CH:11][C:3]([Br:2])=[CH:4][CH:5]=3)[NH:9][N:8]=2)[CH2:13][CH2:14]1)([CH3:26])([CH3:25])[CH3:24] |f:0.1,3.4|. Reported procedure: A mixture of 6-bromo-3-piperidin-4-yl-1H-indazole hydrochloride (500 mg, 1.78 mmol), tert-butyl bromoacetate (0.29 ml, 1.78 mmol), sodium bicarbonate (150 mg, 1.87 mmol), and DMF (10 ml) was stirred at +23° under nitrogen for 18 h The mixture was evaporated in vacuo, treated with aqueous saturated sodium bicarbonate (25 ml), and extracted with ethyl acetate (50 ml). The dried (Na2SO4) organic layer was evaporated in vacuo onto silica gel (Merck 7734). Purification by flash chromatography over si... Starting materials: Cn1cc(Br)c(-c2cccc(N)c2)n1, CCO, FC(F)(F)c1cc(Cl)nc(-c2cccnc2)n1, Cl, O. Yields the product Cn1cc(Br)c(-c2cccc(Nc3cc(C(F)(F)F)nc(-c4cccnc4)n3)c2)n1. Reaction SMILES: [Br:18][c:19]1[c:20](-[c:25]2[cH:26][c:27]([NH2:28])[cH:29][cH:30][cH:31]2)[n:21][n:22]([CH3:24])[cH:23]1.[CH2:33]([OH:34])[CH3:35].[Cl:1][c:2]1[n:3][c:4](-[c:12]2[cH:13][n:14][cH:15][cH:16][cH:17]2)[n:5][c:6]([C:8]([F:9])([F:10])[F:11])[cH:7]1.[ClH:32].[OH2:36]>>[c:2]1([NH:28][c:27]2[cH:26][c:25](-[c:20]3[c:19]([Br:18])[cH:23][n:22]([CH3:24])[n:21]3)[cH:31][cH:30][cH:29]2)[n:3][c:4](-[c:12]2[cH:13][n:14][cH:15][cH:16][cH:17]2)[n:5][c:6]([C:8]([F:9])([F:10])[F:11])[cH:7]1. The reactants are NCCOC1=CC=C(C=C1)CC(C(=O)OCC)CCCC (ethyl 3-[4-(2-aminoethoxy)phenyl]-2-butylpropionate), COCC1=CC(=CC=C1C1=CC(=CC=C1)COC)C(=O)O (6, 3′-dimethoxymethylbiphenyl-4-carboxylic acid), C(=O)(N1C=NC=C1)N1C=NC=C1 (carbonyldiimidazole). Product: C(CCC)C(C(=O)OCC)CC1=CC=C(C=C1)OCCNC(=O)C1=CC=C(C=C1)C1=CC(=CC=C1)C(OC)OC (Ethyl 2-butyl-3-[4-[2-(3′-dimethoxymethylbiphenyl-4-carbonylamino)ethoxy]phenyl]propionate). The yield is 98.7%. RXN SMILES: [NH2:1][CH2:2][CH2:3][O:4][C:5]1[CH:10]=[CH:9][C:8]([CH2:11][CH:12]([CH2:18][CH2:19][CH2:20][CH3:21])[C:13]([O:15][CH2:16][CH3:17])=[O:14])=[CH:7][CH:6]=1.COC[C:25]1[C:30]([C:31]2[CH:36]=[CH:35][CH:34]=[C:33]([CH2:37][O:38][CH3:39])[CH:32]=2)=[CH:29][CH:28]=[C:27]([C:40]([OH:42])=O)[CH:26]=1.[C:43](N1C=CN=C1)(N1C=CN=C1)=[O:44]>>[CH2:18]([CH:12]([CH2:11][C:8]1[CH:9]=[CH:10][C:5]([O:4][CH2:3][CH2:2][NH:1][C:40]([C:27]2[CH:26]=[CH:25][C:30]([C:31]3[CH:36]=[CH:35][CH:34]=[C:33]([CH:37]([O:38][CH3:39])[O:44][CH3:43])[CH:32]=3)=[CH:29][CH:28]=2)=[O:42])=[CH:6][CH:7]=1)[C:13]([O:15][CH2:16][CH3:17])=[O:14])[CH2:19][CH2:20][CH3:21]. Reported procedure: In a similar manner to that described in Example 5, a reaction was carried out using ethyl 3-[4-(2-aminoethoxy)phenyl]-2-butylpropionate (1.55 g), which is the product of Reference example 6, 3′-dimethoxymethylbiphenyl-4-carboxylic acid (1.44 g), which is the product of reference example 14(c), and carbonyldiimidazole (1.03 g) and the reaction mixture was treated to afford the desired compound (2.72 g) as a syrup. Starting materials: FC(C(C(F)(F)F)(O)C1=CN=C(S1)S)(F)F (1,1,1,3,3,3-hexafluoro-2-(2-mercapto-1,3-thiazol-5-yl)propan-2-ol), BrC1=CC=C2C(=CC(OC2=C1C)=O)C1=CC=C(C=C1)F (7-bromo-4-(4-fluorophenyl)-8-methyl-2H-chromen-2-one), C([O-])([O-])=O.[K+].[K+] (potassium carbonate). Run in CN1CCCC1=O (NMP). Yields the product FC1=CC=C(C=C1)C1=CC(OC2=C(C(=CC=C12)SC=1SC(=CN1)C(C(F)(F)F)(C(F)(F)F)O)C)=O (4-(4-Fluorophenyl)-8-methyl-7-({5-[2,2,2-trifluoro-1-hydroxy-1-(trifluoromethyl)ethyl]-1,3-thiazol-2-yl}thio)-2H-chromen-2-one). RXN SMILES: [F:1][C:2]([F:16])([F:15])[C:3]([C:9]1[S:13][C:12]([SH:14])=[N:11][CH:10]=1)([OH:8])[C:4]([F:7])([F:6])[F:5].Br[C:18]1[C:27]([CH3:28])=[C:26]2[C:21]([C:22]([C:30]3[CH:35]=[CH:34][C:33]([F:36])=[CH:32][CH:31]=3)=[CH:23][C:24](=[O:29])[O:25]2)=[CH:20][CH:19]=1.C(=O)([O-])[O-].[K+].[K+]>CN1C(=O)CCC1>[F:36][C:33]1[CH:32]=[CH:31][C:30]([C:22]2[C:21]3[C:26](=[C:27]([CH3:28])[C:18]([S:14][C:12]4[S:13][C:9]([C:3]([OH:8])([C:4]([F:7])([F:6])[F:5])[C:2]([F:15])([F:1])[F:16])=[CH:10][N:11]=4)=[CH:19][CH:20]=3)[O:25][C:24](=[O:29])[CH:23]=2)=[CH:35][CH:34]=1 |f:2.3.4|. Procedure: Employing the procedure of Example 1, Step 3 using 1,1,1,3,3,3-hexafluoro-2-(2-mercapto-1,3-thiazol-5-yl)propan-2-ol, (0.332 g, 1.2 mmol), 7-bromo-4-(4-fluorophenyl)-8-methyl-2H-chromen-2-one (0.430 g, 1.3 mmol) and potassium carbonate (0.404 g, 2.9 mmol) in NMP, the title compound was obtained. 1H NMR (400 MHz, acetone-d6): δ 8.21 (s, 1H, OH), 7.97 (s, 1H), 7.36-7.72 (m, 6H), 6.50 (s, 1H), 2.67 (s, 3H). Starting materials: ClC1=CC=C(C=C1)C=1N(C(NN1)=O)C[C@@H](C(F)(F)F)O (5-(4-Chlorophenyl)-4-[(2S)-3,3,3-trifluoro-2-hydroxypropyl]-2,4-dihydro-3H-1,2,4-triazol-3-one), BrCC=1SC(=C(N1)C(F)(F)F)C1=C(C=CC=C1)Cl (2-(Bromomethyl)-5-(2-chlorophenyl)-4-(trifluoromethyl)-1,3-thiazole). The product is ClC1=CC=C(C=C1)C=1N(C(N(N1)CC=1SC(=C(N1)C(F)(F)F)C1=C(C=CC=C1)Cl)=O)C[C@@H](C(F)(F)F)O (5-(4-Chlorophenyl)-2-{[5-(2-chlorophenyl)-4-(trifluoromethyl)-1,3-thiazol-2-yl]methyl}-4-[(2S)-3,3,3-trifluoro-2-hydroxypropyl]-2,4-dihydro-3H-1,2,4-triazol-3-one). RXN SMILES: [Cl:1][C:2]1[CH:7]=[CH:6][C:5]([C:8]2[N:9]([CH2:14][C@H:15]([OH:20])[C:16]([F:19])([F:18])[F:17])[C:10](=[O:13])[NH:11][N:12]=2)=[CH:4][CH:3]=1.Br[CH2:22][C:23]1[S:24][C:25]([C:32]2[CH:37]=[CH:36][CH:35]=[CH:34][C:33]=2[Cl:38])=[C:26]([C:28]([F:31])([F:30])[F:29])[N:27]=1>>[Cl:1][C:2]1[CH:7]=[CH:6][C:5]([C:8]2[N:9]([CH2:14][C@H:15]([OH:20])[C:16]([F:18])([F:19])[F:17])[C:10](=[O:13])[N:11]([CH2:22][C:23]3[S:24][C:25]([C:32]4[CH:37]=[CH:36][CH:35]=[CH:34][C:33]=4[Cl:38])=[C:26]([C:28]([F:31])([F:29])[F:30])[N:27]=3)[N:12]=2)=[CH:4][CH:3]=1. Procedure details: 40 mg (0.13 mmol) of the compound from Example 5A were reacted with 46 mg (0.13 mmol) of the compound from Example 92A analogously to the preparation of the compound in Example 77. This gave 58 mg (76% of theory) of the title compound.